Dataset: the Open Reaction Database (ORD), a public repository of structured organic reaction records. Task: describe an organic reaction: reactants, conditions, products, and yield The reactants are O=C([O-])[O-], CN(C)C=O, N#CC#CC1CCCC1, [K+], [K+], C[Si](C)(C)CCOCn1ccc2c(-c3cn[nH]c3)ncnc21. Product: C[Si](C)(C)CCOCn1ccc2c(-c3cnn(C(=CC#N)C4CCCC4)c3)ncnc21. As a reaction SMILES: [C:37](=[O:38])([O-:39])[O-:40].[CH3:32][N:33]([CH3:34])[CH:35]=[O:36].[CH:23]1([C:28]#[C:29][C:30]#[N:31])[CH2:24][CH2:25][CH2:26][CH2:27]1.[K+:41].[K+:42].[nH:1]1[n:2][cH:3][c:4](-[c:6]2[c:7]3[c:8]([n:9][cH:10][n:11]2)[n:12]([CH2:15][O:16][CH2:17][CH2:18][Si:19]([CH3:20])([CH3:21])[CH3:22])[cH:13][cH:14]3)[cH:5]1>>[n:1]1([C:28]([CH:23]2[CH2:24][CH2:25][CH2:26][CH2:27]2)=[CH:29][C:30]#[N:31])[n:2][cH:3][c:4](-[c:6]2[c:7]3[c:8]([n:9][cH:10][n:11]2)[n:12]([CH2:15][O:16][CH2:17][CH2:18][Si:19]([CH3:20])([CH3:21])[CH3:22])[cH:13][cH:14]3)[cH:5]1. The reactants are CO, NN, O=[N+]([O-])c1ccc(O)c(O)c1. The product is Nc1ccc(O)c(O)c1. Reaction SMILES: [CH3:14][OH:15].[NH2:12][NH2:13].[OH:1][c:2]1[cH:3][cH:4][c:5]([N+:9](=[O:10])[O-:11])[cH:6][c:7]1[OH:8]>>[OH:1][c:2]1[cH:3][cH:4][c:5]([NH2:9])[cH:6][c:7]1[OH:8]. Starting materials: CCO, CCOC(=O)c1ccc(N(CCC(C)C)c2ccc3c(c2)C(C)(C)CCN3C(C)C)cc1, [K+], [OH-]. The product is CC(C)CCN(c1ccc(C(=O)O)cc1)c1ccc2c(c1)C(C)(C)CCN2C(C)C. As a reaction SMILES: [CH3:35][CH2:36][OH:37].[CH:1]([CH3:2])([CH3:3])[N:4]1[CH2:5][CH2:6][C:7]([CH3:31])([CH3:32])[c:8]2[cH:9][c:10]([N:14]([c:15]3[cH:16][cH:17][c:18]([C:19](=[O:20])[O:21][CH2:22][CH3:23])[cH:24][cH:25]3)[CH2:26][CH2:27][CH:28]([CH3:29])[CH3:30])[cH:11][cH:12][c:13]21.[K+:34].[OH-:33]>>[CH:1]([CH3:2])([CH3:3])[N:4]1[CH2:5][CH2:6][C:7]([CH3:31])([CH3:32])[c:8]2[cH:9][c:10]([N:14]([c:15]3[cH:16][cH:17][c:18]([C:19](=[O:20])[OH:21])[cH:24][cH:25]3)[CH2:26][CH2:27][CH:28]([CH3:29])[CH3:30])[cH:11][cH:12][c:13]21.